This data is from the Open Reaction Database (ORD), a public repository of structured organic reaction records. The task is: describe an organic reaction: reactants, conditions, products, and yield The reactants are CC=1SC2=C(N1)C=CC=C2 (2-methyl-benzothiazole), IC (iodomethane). Run in C(C)O (ethanol). Yields the product [I-].CC=1SC2=C([N+]1C)C=CC=C2 (2,3-Dimethyl-benzothiazol-3-ium iodide). Reaction SMILES: [CH3:1][C:2]1[S:3][C:4]2[CH:10]=[CH:9][CH:8]=[CH:7][C:5]=2[N:6]=1.[I:11][CH3:12]>C(O)C>[I-:11].[CH3:1][C:2]1[S:3][C:4]2[CH:10]=[CH:9][CH:8]=[CH:7][C:5]=2[N+:6]=1[CH3:12] |f:3.4|. Procedure: 14.9 g (12.7 ml, 0.10 mol) 2-methyl-benzothiazole and 28.4 g (12.5 ml, 0.20 mol) iodomethane were boiled for 7 h in 20 ml ethanol. The residue was filtrated and washed with ethanol. Reaction SMILES: [F:1][C:2]1[CH:3]=[CH:4][C:5]([N+:9]([O-:11])=[O:10])=[C:6]([OH:8])[CH:7]=1.C(=O)([O-])[O-].[Cs+].[Cs+].FC(F)(F)S(O[CH2:24][C:25]([F:28])([F:27])[F:26])(=O)=O>CS(C)=O>[F:26][C:25]([F:28])([F:27])[CH2:24][O:8][C:6]1[CH:7]=[C:2]([F:1])[CH:3]=[CH:4][C:5]=1[N+:9]([O-:11])=[O:10] |f:1.2.3|. Yields the product FC(COC1=C(C=CC(=C1)F)[N+](=O)[O-])(F)F (5-fluoro-2-nitrophenyl 2,2,2-trifluoroethyl ether). Reported procedure: 5-Fluoro-2-nitrophenol (3.07 g, 19.5 mmol) was dissolved in 50 mL of DMSO with cesium carbonate (7.62 g, 23.4 mmol) and stirred. 2,2,2-Trifluorethyl trifluoromethanesulfonate (5.00 g, 21.5 mmol) was added with 5 mL of DMSO. The reaction was stirred overnight and quenched with 50 mL of H2O. The mixture was poured into 1:1 diethyl ether/hexanes and H2O. The layers were separated, and the organic layer was washed with 10% K2CO3 (aqueous) (2×), H2O, and brine. The organic layer was dried over MgSO4,... Yield: 63.3%. The reactants are FC=1C=CC(=C(C1)O)[N+](=O)[O-] (5-Fluoro-2-nitrophenol), C([O-])([O-])=O.[Cs+].[Cs+] (cesium carbonate), FC(S(=O)(=O)OCC(F)(F)F)(F)F (2,2,2-Trifluorethyl trifluoromethanesulfonate). The solvent is CS(=O)C (DMSO), CS(=O)C (DMSO). Starting materials: COC1=C(C2=C(C=CO2)C=C1CC(=O)O)C(C1=CC=CC=C1)=O (6-Methoxy-7-benzoylbenzofuran-5-ylacetic acid), O (water). The solvent is C(C)(=O)O (acetic acid), Br (hydrobromic acid). Conditions: time 1 hour. Product: OC1=C(C2=C(C=CO2)C=C1CC(=O)O)C(C1=CC=CC=C1)=O (6-hydroxy-7-benzoylbenzofuran-5-ylacetic acid). RXN SMILES: C[O:2][C:3]1[C:11]([CH2:12][C:13]([OH:15])=[O:14])=[CH:10][C:6]2[CH:7]=[CH:8][O:9][C:5]=2[C:4]=1[C:16](=[O:23])[C:17]1[CH:22]=[CH:21][CH:20]=[CH:19][CH:18]=1.O>C(O)(=O)C.Br>[OH:2][C:3]1[C:11]([CH2:12][C:13]([OH:15])=[O:14])=[CH:10][C:6]2[CH:7]=[CH:8][O:9][C:5]=2[C:4]=1[C:16](=[O:23])[C:17]1[CH:22]=[CH:21][CH:20]=[CH:19][CH:18]=1. Procedure details: 6-Methoxy-7-benzoylbenzofuran-5-ylacetic acid (5.0 g) was heated at reflux in a mixture of acetic acid (50 ml) and 48% hydrobromic acid (50 ml). After the reaction was completed, approximately 1 hour, the cooled solution was added to 400 ml of water which was then extracted with ethyl acetate. The combined organic extracts were washed four times with water, dried with sodium sulfate and evaporated to give 6-hydroxy-7-benzoylbenzofuran-5-ylacetic acid. Reactants: COC=1C=C(C=C(C1OC)OC)C1=NC2=CC=CC=C2C(=N1)C(=O)O (2-(3,4,5-trimethoxyphenyl)quinazoline-4-carboxylic acid), Cl.OC1=C2CCNCC2=CC=C1OC (5-hydroxy-6-methoxy-1,2,3,4-tetrahydroisoquinoline hydrochloride). Yields the product COC=1C=C(C=C(C1OC)OC)C1=NC2=CC=CC=C2C(=N1)C(=O)N1CC2=CC=C(C(=C2CC1)O)OC (2-[[2-(3,4,5-trimethoxyphenyl)quinazolin-4-yl]carbonyl]-5-hydroxy-6-methoxy-1,2,3,4-tetrahydroisoquinoline). Isolated yield 18.9%. As a reaction SMILES: [CH3:1][O:2][C:3]1[CH:4]=[C:5]([C:13]2[N:22]=[C:21]([C:23]([OH:25])=O)[C:20]3[C:15](=[CH:16][CH:17]=[CH:18][CH:19]=3)[N:14]=2)[CH:6]=[C:7]([O:11][CH3:12])[C:8]=1[O:9][CH3:10].Cl.[OH:27][C:28]1[C:37]([O:38][CH3:39])=[CH:36][CH:35]=[C:34]2[C:29]=1[CH2:30][CH2:31][NH:32][CH2:33]2>>[CH3:12][O:11][C:7]1[CH:6]=[C:5]([C:13]2[N:22]=[C:21]([C:23]([N:32]3[CH2:31][CH2:30][C:29]4[C:34](=[CH:35][CH:36]=[C:37]([O:38][CH3:39])[C:28]=4[OH:27])[CH2:33]3)=[O:25])[C:20]3[C:15](=[CH:16][CH:17]=[CH:18][CH:19]=3)[N:14]=2)[CH:4]=[C:3]([O:2][CH3:1])[C:8]=1[O:9][CH3:10] |f:1.2|. Procedure: Reaction of 2-(3,4,5-trimethoxyphenyl)quinazoline-4-carboxylic acid with 5-hydroxy-6-methoxy-1,2,3,4-tetrahydroisoquinoline hydrochloride gave compound 89 (18.9% yield). 1H NMR (300 MHz, DMSO-d6) δ 2.77 and 2.90 (2t, 2H), 3.52 and 4.05 (2t, 2H), 3.74-3.80 (m, 6H), 3.87 and 3.92 (2s, 6H), 4.40 and 4.92 (2s, 2H), 6.31-6.92 (m, 2H), 7.67-8.17 (m, 6H), 8.70 and 8.73 (2s, 1H); MS (ESI) m/z 502 ([M+H]+). Reactants: C1CCOC1, CCCCCC, COC(=O)C(CN(c1ccc(Oc2ccc(C(F)(F)F)cc2)cc1)S(C)(=O)=O)N(C)CCCCl, Cl, [Li], [OH]. Product: CN(CCCCl)C(CN(c1ccc(Oc2ccc(C(F)(F)F)cc2)cc1)S(C)(=O)=O)C(=O)O. Reaction SMILES: [CH2:44]1[O:45][CH2:46][CH2:47][CH2:48]1.[CH3:38][CH2:39][CH2:40][CH2:41][CH2:42][CH3:43].[Cl:1][CH2:2][CH2:3][CH2:4][N:5]([CH3:6])[CH:7]([CH2:8][N:9]([S:10](=[O:11])(=[O:12])[CH3:13])[c:14]1[cH:15][cH:16][c:17]([O:20][c:21]2[cH:22][cH:23][c:24]([C:27]([F:28])([F:29])[F:30])[cH:25][cH:26]2)[cH:18][cH:19]1)[C:31](=[O:32])[O:33][CH3:34].[ClH:37].[Li:35].[OH:36]>>[Cl:1][CH2:2][CH2:3][CH2:4][N:5]([CH3:6])[CH:7]([CH2:8][N:9]([S:10](=[O:11])(=[O:12])[CH3:13])[c:14]1[cH:15][cH:16][c:17]([O:20][c:21]2[cH:22][cH:23][c:24]([C:27]([F:28])([F:29])[F:30])[cH:25][cH:26]2)[cH:18][cH:19]1)[C:31](=[O:32])[OH:33]. Reactants: Cc1cn2c(n1)C(=O)CCC2, CCOC(=O)C(O[Si](C)(C)C(C)(C)C)C(N)c1ccccc1, O, O, Cc1ccc(S(=O)(=O)O)cc1. The product is Cc1cn2c(n1)C1=C(CC2)C(=O)C(O[Si](C)(C)C(C)(C)C)C(c2ccccc2)N1. RXN SMILES: [CH3:1][c:2]1[n:3][c:4]2[n:5]([cH:11]1)[CH2:6][CH2:7][CH2:8][C:9]2=[O:10].[NH2:12][CH:13]([CH:14]([C:15](=[O:16])[O:17][CH2:18][CH3:19])[O:20][Si:21]([CH3:22])([CH3:23])[C:24]([CH3:25])([CH3:26])[CH3:27])[c:28]1[cH:29][cH:30][cH:31][cH:32][cH:33]1.[OH2:34].[OH2:46].[c:35]1([CH3:36])[cH:37][cH:38][c:39]([S:40]([OH:41])(=[O:42])=[O:43])[cH:44][cH:45]1>>[CH3:1][c:2]1[n:3][c:4]2[n:5]([cH:11]1)[CH2:6][CH2:7][C:8]1=[C:9]2[NH:12][CH:13]([c:28]2[cH:29][cH:30][cH:31][cH:32][cH:33]2)[CH:14]([O:20][Si:21]([CH3:22])([CH3:23])[C:24]([CH3:25])([CH3:26])[CH3:27])[C:15]1=[O:16]. Reactants: C1(=CC=CC=C1)S(=O)(=O)C1=C[C@@H]([C@H]([C@H](C=C1)C)O)C ((1S, 2S, 7S)-4-Benzenesulfonyl-2,7-dimethylcyclohepta-3,5-dienol), C(C)(C)(C)OO (tert-butylhydroperoxide). The reagents and catalysts are [C-]#[O+].[C-]#[O+].[C-]#[O+].[C-]#[O+].[C-]#[O+].[C-]#[O+].[Mo] (molybdenum hexacarbonyl). The solvent is C1=CC=CC=C1 (benzene). Run at temperature 80 celsius. The product is C1(=CC=CC=C1)S(=O)(=O)C1=C[C@@H]([C@H]([C@H]([C@H]2O[C@@H]12)C)O)C ((1R, 2R, 3R, 4S, 7R)-6-Benzenesulfonyl-2,4-dimethyl-8-oxabicyclo[5.1.0]oct-5-en-3-ol). Yield: 88.0%. As a reaction SMILES: [C:1]1([S:7]([C:10]2[CH:16]=[CH:15][C@H:14]([CH3:17])[C@H:13]([OH:18])[C@@H:12]([CH3:19])[CH:11]=2)(=[O:9])=[O:8])[CH:6]=[CH:5][CH:4]=[CH:3][CH:2]=1.C([O:24]O)(C)(C)C>C1C=CC=CC=1.[C-]#[O+].[C-]#[O+].[C-]#[O+].[C-]#[O+].[C-]#[O+].[C-]#[O+].[Mo]>[C:1]1([S:7]([C:10]2[C@H:16]3[C@H:15]([O:24]3)[C@H:14]([CH3:17])[C@H:13]([OH:18])[C@@H:12]([CH3:19])[CH:11]=2)(=[O:8])=[O:9])[CH:2]=[CH:3][CH:4]=[CH:5][CH:6]=1 |f:3.4.5.6.7.8.9|. Procedure details: A suspension of dienyl sulfone 32 (67 mg, 0.24 mmol), molybdenum hexacarbonyl (3 mg, 0.01 mmol), and tert-butylhydroperoxide (74 μL of 5M solution in decane) in benzene (3 mL) was heated at 80° C. for 10 h. The reaction mixture was concentrated via rotary evaporation, purified by flash column chromatography (ethyl acetate/hexanes; 50:50) to afford 62 mg (88% yield) of epoxide α36 as a light yellow solid. mp 137.0-139.0° C.; [α]20D=+59.3 (c=0.51, CH2Cl2); 1H NMR (CDCl3, 300 MHz) δ 7.93-7.96 (m, 2...